This data is from the Open Reaction Database (ORD), a public repository of structured organic reaction records. The task is: describe an organic reaction: reactants, conditions, products, and yield Reactants: C(C)(=O)O[C@@H]1CC2=CC[C@H]3[C@]4(C=CC([C@@]4(C)CC[C@@H]3[C@]2(CC1)C)=O)OCOCC (3β-acetoxy-14β-ethoxymethoxyandrosta-5.15-dien-17-one), [OH-].[Na+] (sodium hydroxide). The solvent is CO (methanol), O (water). Product: O[C@@H]1CC2=CC[C@H]3[C@]4(C=CC([C@@]4(C)CC[C@@H]3[C@]2(CC1)C)=O)OCOCC (3β-Hydroxy-14β-ethoxymethoxyandrosta-5,15-dien-17-one). Isolated yield 91.2%. As a reaction SMILES: C([O:4][C@H:5]1[CH2:22][CH2:21][C@@:20]2([CH3:23])[C:7](=[CH:8][CH2:9][C@@H:10]3[C@@H:19]2[CH2:18][CH2:17][C@@:15]2([CH3:16])[C@:11]3([O:25][CH2:26][O:27][CH2:28][CH3:29])[CH:12]=[CH:13][C:14]2=[O:24])[CH2:6]1)(=O)C.[OH-].[Na+]>CO.O>[OH:4][C@H:5]1[CH2:22][CH2:21][C@@:20]2([CH3:23])[C:7](=[CH:8][CH2:9][C@@H:10]3[C@@H:19]2[CH2:18][CH2:17][C@@:15]2([CH3:16])[C@:11]3([O:25][CH2:26][O:27][CH2:28][CH3:29])[CH:12]=[CH:13][C:14]2=[O:24])[CH2:6]1 |f:1.2|. Procedure details: A solution of 6.00 g of 3β-acetoxy-14β-ethoxymethoxyandrosta-5.15-dien-17-one and 30 ml of 2N aq. sodium hydroxide in 120 ml of methanol was kept at room temperature for 24 hrs. The mixture was then diluted with water and extracted with dichloromethane. The organic phase was dried over sodium sulfate and evaporated to dryness to give 4.90 g of the title compound (II-a) as a white solid. Starting materials: C(C1=CC=CC=C1)OC(NC1CCC=2N(C3=CC=C(C=C3C2C1)OC(F)(F)F)CC1=NC(=CC=C1)F)=O ([9-(6-fluoro-pyridin-2-ylmethyl)-6-trifluoromethoxy-2,3,4,9-tetrahydro-1H-carbazol-3-yl]-carbamic acid benzyl ester), [H][H] (hydrogen). The reagents and catalysts are [Pd] (Pd/C). Run in CCO (EtOH), C1CCOC1 (THF). The product is FC1=CC=CC(=N1)CN1C2=CC=C(C=C2C=2CC(CCC12)N)OC(F)(F)F (9-(6-Fluoropyridin-2-ylmethyl)-6-trifluoromethoxy-2,3,4,9-tetrahydro-1H-carbazol-3-ylamine). Isolated yield 117.5%. Reaction SMILES: C(OC(=O)[NH:10][CH:11]1[CH2:23][C:22]2[C:21]3[C:16](=[CH:17][CH:18]=[C:19]([O:24][C:25]([F:28])([F:27])[F:26])[CH:20]=3)[N:15]([CH2:29][C:30]3[CH:35]=[CH:34][CH:33]=[C:32]([F:36])[N:31]=3)[C:14]=2[CH2:13][CH2:12]1)C1C=CC=CC=1.[H][H]>CCO.C1COCC1.[Pd]>[F:36][C:32]1[N:31]=[C:30]([CH2:29][N:15]2[C:14]3[CH2:13][CH2:12][CH:11]([NH2:10])[CH2:23][C:22]=3[C:21]3[C:16]2=[CH:17][CH:18]=[C:19]([O:24][C:25]([F:28])([F:26])[F:27])[CH:20]=3)[CH:35]=[CH:34][CH:33]=1. Procedure: Dissolve [9-(6-fluoro-pyridin-2-ylmethyl)-6-trifluoromethoxy-2,3,4,9-tetrahydro-1H-carbazol-3-yl]-carbamic acid benzyl ester (Preparation 45) (2.73 g, 5.32. mmol) in EtOH (100 mL) and THF (50 mL). Add 10% Pd/C (200 mg) and stir at room temperature under a balloon of hydrogen for 18 h. Filter the reaction through a pad of Celite®, rinse the pad with THF (50 mL), and concentrate the filtrate in vacuo to afford 2.37 g (90%) of the title compound as a dark brown oil. MS (ES): m/z 380 (M+1); HPLC (Me... Starting materials: [OH-].[Na+] (NaOH), CS(=O)(=O)C1=CC=C(OC2=CC=C(C=C2)O)C=C1 (4-(4-(methylsulfonyl)phenoxy)phenol), ClCC#N (2-chloroacetonitrile), C(=O)([O-])[O-].[K+].[K+] (K2CO3). The solvent is C(C)#N (acetonitrile). The product is CS(=O)(=O)C1=CC=C(OC2=CC=C(OCC#N)C=C2)C=C1 ((4-(4-(Methylsulfonyl)phenoxy)phenoxy)acetonitrile). The yield is 92.3%. As a reaction SMILES: [CH3:1][S:2]([C:5]1[CH:18]=[CH:17][C:8]([O:9][C:10]2[CH:15]=[CH:14][C:13]([OH:16])=[CH:12][CH:11]=2)=[CH:7][CH:6]=1)(=[O:4])=[O:3].Cl[CH2:20][C:21]#[N:22].C([O-])([O-])=O.[K+].[K+].[OH-].[Na+]>C(#N)C>[CH3:1][S:2]([C:5]1[CH:18]=[CH:17][C:8]([O:9][C:10]2[CH:15]=[CH:14][C:13]([O:16][CH2:20][C:21]#[N:22])=[CH:12][CH:11]=2)=[CH:7][CH:6]=1)(=[O:3])=[O:4] |f:2.3.4,5.6|. Procedure: To a solution of 5.29 g (0.0200 mole) of 4-(4-(methylsulfonyl)phenoxy)phenol and 1.51 g (0.0200 mole) of 2-chloroacetonitrile in 100 ml of acetonitrile was added 3.0 g (0.0220 mole) of K2CO3. The mixture was heated at reflux for 3.5 hrs and cooled. The mixture was poured into aqueous NaOH and the product extracted from the mixture with CH2Cl2. The organic layer was extracted with aqueous NaOH, water and dried (Na2SO4). Removal of solvent in vacuo afforded 5.6 g (92.4% yield) of product. Recrysta... Starting materials: C(C1=CC=CC=C1)N1C(CC(C1)N(CC1=C(C=C(C=C1)F)F)C(=O)OC(C)(C)C)C(=O)O (1-benzyl-4-[tert-butoxycarbonyl-(2,4-difluoro-benzyl)-amino]-pyrrolidine-2-carboxylic acid), COC1=CC=C(C=C1)N1CCNCC1 (1-(4-methoxy-phenyl)-piperazine). Product: C(C1=CC=CC=C1)N1[C@@H](C[C@@H](C1)NCC1=C(C=C(C=C1)F)F)C(=O)N1CCN(CC1)C1=CC=C(C=C1)OC ([(2S,4S)-1-Benzyl-4-(2,4-difluoro-benzylamino)-pyrrolidin-2-yl]-[4-(4-methoxy-phenyl)-piperazin-1-yl]-methanone). Yield: 2.4%. Reaction SMILES: [CH2:1]([N:8]1[CH2:12][CH:11]([N:13](C(OC(C)(C)C)=O)[CH2:14][C:15]2[CH:20]=[CH:19][C:18]([F:21])=[CH:17][C:16]=2[F:22])[CH2:10][CH:9]1[C:30](O)=[O:31])[C:2]1[CH:7]=[CH:6][CH:5]=[CH:4][CH:3]=1.[CH3:33][O:34][C:35]1[CH:40]=[CH:39][C:38]([N:41]2[CH2:46][CH2:45][NH:44][CH2:43][CH2:42]2)=[CH:37][CH:36]=1>>[CH2:1]([N:8]1[CH2:12][C@@H:11]([NH:13][CH2:14][C:15]2[CH:20]=[CH:19][C:18]([F:21])=[CH:17][C:16]=2[F:22])[CH2:10][C@H:9]1[C:30]([N:44]1[CH2:45][CH2:46][N:41]([C:38]2[CH:37]=[CH:36][C:35]([O:34][CH3:33])=[CH:40][CH:39]=2)[CH2:42][CH2:43]1)=[O:31])[C:2]1[CH:7]=[CH:6][CH:5]=[CH:4][CH:3]=1. Reported procedure: As described for Example 1f, 1-benzyl-4-[tert-butoxycarbonyl-(2,4-difluoro-benzyl)-amino]-pyrrolidine-2-carboxylic acid (60.0 mg, 0.134 mmol) was converted, using 1-(4-methoxy-phenyl)-piperazine instead of 2-piperazin-1-yl-benzonitrile, to the title compound (1.7 mg, 2.4%) as light yellow oil. MS m/e=521.4 [M+H]+. The reactants are N1(CC1)C[C@]12[C@@H]([C@H]3CC[C@@H]4[C@]5(CC=C(C([C@@H]5CC[C@]4([C@@]3(CC1)C)C)(C)C)C1=CC=C(C(=O)OC(C)(C)C)C=C1)C)[C@@H](CC2)C(=C)C (tert-butyl 4-((1R,3aS,5aR,5bR,7aR,11aS,11bR,13aR,13bR)-3a-(aziridin-1-ylmethyl)-5a,5b,8,8,11a-pentamethyl-1-(prop-1-en-2-yl)-2,3,3a,4,5,5a,5b,6,7,7a,8,11,11a,11b,12,13,13a,13b-octadecahydro-1H-cyclopenta[a]chrysen-9-yl)benzoate), CS(=O)(=O)N1CCNCC1 (1-(methylsulfonyl)piperazine). Solvent: CC(=O)C (acetone). The product is C[C@]12CC[C@@]3([C@@H]([C@H]2CC[C@@H]2[C@]4(CC=C(C([C@@H]4CC[C@@]12C)(C)C)C1=CC=C(C(=O)OC(C)(C)C)C=C1)C)[C@@H](CC3)C(=C)C)CNCCN3CCN(CC3)S(=O)(=O)C (tert-butyl 4-((1R,3aS,5aR,5bR,7aR,11aS,11bR,13aR,13bR)-5a,5b,8,8,11a-pentamethyl-3a-((2-(4-(methylsulfonyl)piperazin-1-yl)ethylamino)methyl)-1-(prop-1-en-2-yl)-2,3,3a,4,5,5a,5b,6,7,7a,8,11,11a,11b,12,13,13a,13b-octadecahydro-1H-cyclopenta[a]chrysen-9-yl)benzoate). Reaction SMILES: [N:1]1([CH2:4][C@:5]23[CH2:43][CH2:42][C@@H:41]([C:44]([CH3:46])=[CH2:45])[C@@H:6]2[C@@H:7]2[C@@:20]([CH3:23])([CH2:21][CH2:22]3)[C@@:19]3([CH3:24])[C@@H:10]([C@:11]4([CH3:40])[C@@H:16]([CH2:17][CH2:18]3)[C:15]([CH3:26])([CH3:25])[C:14]([C:27]3[CH:39]=[CH:38][C:30]([C:31]([O:33][C:34]([CH3:37])([CH3:36])[CH3:35])=[O:32])=[CH:29][CH:28]=3)=[CH:13][CH2:12]4)[CH2:9][CH2:8]2)[CH2:3][CH2:2]1.[CH3:47][S:48]([N:51]1[CH2:56][CH2:55][NH:54][CH2:53][CH2:52]1)(=[O:50])=[O:49]>CC(C)=O>[CH3:23][C@:20]12[C@@:19]3([CH3:24])[C@@H:10]([C@:11]4([CH3:40])[C@@H:16]([CH2:17][CH2:18]3)[C:15]([CH3:25])([CH3:26])[C:14]([C:27]3[CH:28]=[CH:29][C:30]([C:31]([O:33][C:34]([CH3:35])([CH3:36])[CH3:37])=[O:32])=[CH:38][CH:39]=3)=[CH:13][CH2:12]4)[CH2:9][CH2:8][C@@H:7]1[C@H:6]1[C@H:41]([C:44]([CH3:46])=[CH2:45])[CH2:42][CH2:43][C@:5]1([CH2:4][NH:1][CH2:2][CH2:3][N:54]1[CH2:55][CH2:56][N:51]([S:48]([CH3:47])(=[O:50])=[O:49])[CH2:52][CH2:53]1)[CH2:22][CH2:21]2. Procedure: A mixture of tert-butyl 4-((1R,3aS,5aR,5bR,7aR,11aS,11bR,13aR,13bR)-3a-(aziridin-1-ylmethyl)-5a,5b,8,8,11a-pentamethyl-1-(prop-1-en-2-yl)-2,3,3a,4,5,5a,5b,6,7,7a,8,11,11a,11b,12,13,13a,13b-octadecahydro-1H-cyclopenta[a]chrysen-9-yl)benzoate (30 mg, 0.048 mmol) and 1-(methylsulfonyl)piperazine (78.7 mg, 0.48 mmol) in acetone (5 mL) was heated at reflux in a sealed tube for 18 h. The desired compound was detected by LCMS (M+1=790.7, 2.96 min, method 9). Reactants: BrCCc1ccccn1, Br, O=C([O-])[O-], CC(C)=O, CCOC(C)=O, [K+], [K+], COc1ccc(N)c(C(=O)c2ccc(C(C)C)cc2)c1. Product: COc1ccc(NCc2ccccn2)c(C(=O)c2ccc(C(C)C)cc2)c1. RXN SMILES: [Br:8][CH2:9][CH2:10][c:11]1[n:12][cH:13][cH:14][cH:15][cH:16]1.[BrH:7].[C:1](=[O:2])([O-:3])[O-:4].[CH3:37][C:38](=[O:39])[CH3:40].[CH3:41][CH2:42][O:43][C:44](=[O:45])[CH3:46].[K+:5].[K+:6].[NH2:17][c:18]1[c:19]([C:26](=[O:27])[c:28]2[cH:29][cH:30][c:31]([CH:34]([CH3:35])[CH3:36])[cH:32][cH:33]2)[cH:20][c:21]([O:24][CH3:25])[cH:22][cH:23]1>>[CH2:10]([c:11]1[n:12][cH:13][cH:14][cH:15][cH:16]1)[NH:17][c:18]1[c:19]([C:26](=[O:27])[c:28]2[cH:29][cH:30][c:31]([CH:34]([CH3:35])[CH3:36])[cH:32][cH:33]2)[cH:20][c:21]([O:24][CH3:25])[cH:22][cH:23]1. Starting materials: COC1=C(C=O)C=CC(=C1OC)OC (2,3,4-trimethoxybenzaldehyde), CC(=O)C (acetone), [OH-].[Na+] (sodium hydroxide). Solvent: O (water), Cl (hydrochloric acid), O (water). Run at time 20 hour. The product is COC1=C(C=CC(=C1OC)OC)/C=C/C(C)=O ((E)-4-(2,3,4-trimethoxyphenyl)but-3-en-2-one). As a reaction SMILES: [CH3:1][O:2][C:3]1[C:10]([O:11][CH3:12])=[C:9]([O:13][CH3:14])[CH:8]=[CH:7][C:4]=1[CH:5]=O.[CH3:15][C:16]([CH3:18])=[O:17].[OH-].[Na+]>O.Cl>[CH3:1][O:2][C:3]1[C:10]([O:11][CH3:12])=[C:9]([O:13][CH3:14])[CH:8]=[CH:7][C:4]=1/[CH:5]=[CH:15]/[C:16](=[O:17])[CH3:18] |f:2.3|. Procedure details: A solution of 19.6 g (0.1 mol) of 2,3,4-trimethoxybenzaldehyde in 21 ml (0.28 mol) of acetone and 10.5 ml of water was treated with 2.5 ml of 3N sodium hydroxide solution, whereby the temperature of the reaction mixture should not exceed 30°. The mixture was stirred at room temperature for 20 hours, diluted with water, and 3N hydrochloric acid was added to produce a strongly acidic reaction. The aqueous phase was extracted twice with methylene chloride. The combined organic phases were washed wi...